Dataset: the Open Reaction Database (ORD), a public repository of structured organic reaction records. Task: describe an organic reaction: reactants, conditions, products, and yield The reactants are C(C)(=O)OC1=CC=2C[C@H]([C@H]3[C@@H]4C[C@H](C5([C@@]4(C)CC[C@@H]3C2C=C1)OCCO5)Br)CCCCCOC(C)=O (3-acetoxy-7α-(5-acetoxypentyl)-16α-bromo-17,17-ethylenedioxy-estra-1,3,5(10)-triene), [OH-].[K+] (potassium hydroxide). The solvent is CS(=O)C (dimethyl sulfoxide), CO (methanol). The product is C1OC2([C@]3(C)[C@@H](C=C2)[C@@H]2[C@@H](CC=4C=C(C=CC4[C@H]2CC3)O)CCCCCO)OC1 (17,17-ethylenedioxy-7α-(5-hydroxypentyl)-estra-1,3,5(10),15-tetraen-3-ol). The yield is 68.9%. RXN SMILES: C([O:4][C:5]1[CH:22]=[CH:21][C:20]2[C@@H:19]3[C@H:10]([C@H:11]4[C@@:15]([CH2:17][CH2:18]3)([CH3:16])[C:14]3([O:26][CH2:25][CH2:24][O:23]3)[C@H:13](Br)[CH2:12]4)[C@H:9]([CH2:28][CH2:29][CH2:30][CH2:31][CH2:32][O:33]C(=O)C)[CH2:8][C:7]=2[CH:6]=1)(=O)C.[OH-].[K+]>CS(C)=O.CO>[CH2:25]1[CH2:24][O:23][C:14]2([CH:13]=[CH:12][C@H:11]3[C@H:10]4[C@H:19]([CH2:18][CH2:17][C@:15]23[CH3:16])[C:20]2[CH:21]=[CH:22][C:5]([OH:4])=[CH:6][C:7]=2[CH2:8][C@H:9]4[CH2:28][CH2:29][CH2:30][CH2:31][CH2:32][OH:33])[O:26]1 |f:1.2|. Procedure details: A solution of 74.1 g of 3-acetoxy-7α-(5-acetoxypentyl)-16α-bromo-17,17-ethylenedioxy-estra-1,3,5(10)-triene in 740 ml of dimethyl sulfoxide and 74 ml of methanol is stirred with 74 g of potassium hydroxide for 7.5 hours at a bath temperature of 85° C. Then, it is precipitated with ice/water/common salt, taken up with ethyl acetate, washed neutral, dried on sodium sulfate, concentrated by evaporation in a vacuum and chromatographed on silica gel with hexane/ethyl acetate. 36.12 g of pure 17,17-et... Reactants: ClC1=C(C=C(C=C1)C1(CC(CCC1=O)C(=O)OC)C)C(F)(F)F (methyl (1RS,3RS)-3-(4-chloro-3-(trifluoromethyl)phenyl)-3-methyl-4-oxocyclohexane-carboxylate), [BH4-].[Na+] (sodium borohydride), [BH4-].[Na+] (sodium borohydride). Solvent: C(C)O (ethanol). Run at temperature 60 celsius, time 28 hour. Yields the product ClC1=C(C=C(C=C1)C1(C(CCC(C1)CO)O)C)C(F)(F)F ((1RS,2RS,4RS)-2-(4-chloro-3-(trifluoromethyl)phenyl)-4-(hydroxymethyl)-2-methylcyclohexanol). The yield is 77.4%. As a reaction SMILES: [Cl:1][C:2]1[CH:7]=[CH:6][C:5]([C:8]2([CH3:19])[C:13](=[O:14])[CH2:12][CH2:11][CH:10]([C:15](OC)=[O:16])[CH2:9]2)=[CH:4][C:3]=1[C:20]([F:23])([F:22])[F:21].[BH4-].[Na+]>C(O)C>[Cl:1][C:2]1[CH:7]=[CH:6][C:5]([C:8]2([CH3:19])[CH2:9][CH:10]([CH2:15][OH:16])[CH2:11][CH2:12][CH:13]2[OH:14])=[CH:4][C:3]=1[C:20]([F:21])([F:22])[F:23] |f:1.2|. Procedure details: A solution of methyl (1RS,3RS)-3-(4-chloro-3-(trifluoromethyl)phenyl)-3-methyl-4-oxocyclohexane-carboxylate (1.348 g, 3.87 mmol) in ethanol (20 mL) was treated with sodium borohydride (0.292 g, 7.73 mmol) and stirred at 60° C. Additional sodium borohydride (100 mg) was added after 7 h and again after 22.75 h. After 28 h, the resulting mixture was concentrated under vacuum and the resulting residue was stirred with ethyl acetate and saturated aqueous sodium bicarbonate for 30 min. The aqueous and... Reactants: C(C)(C)OC=1C(C(C1C1=CC=C(C=C1)C(F)(F)F)=O)=O (3-isopropoxy-4-(4-trifluoromethyl-phenyl)-cyclobut-3-ene-1,2-dione), C(C)(C)(CC)N (tert-amylamine). Product: FC(C1=CC=C(C=C1)C1=C(C(C1=O)=O)NC(CC)(C)C)(F)F (4-(4-Trifluoromethyl-phenyl)-3-(1,1-dimethyl-propylamino)-cyclobut-3-ene-1,2-dione). RXN SMILES: C(O[C:5]1[C:6](=[O:20])[C:7](=[O:19])[C:8]=1[C:9]1[CH:14]=[CH:13][C:12]([C:15]([F:18])([F:17])[F:16])=[CH:11][CH:10]=1)(C)C.[C:21]([NH2:26])([CH2:24][CH3:25])([CH3:23])[CH3:22]>>[F:18][C:15]([F:16])([F:17])[C:12]1[CH:11]=[CH:10][C:9]([C:8]2[C:7](=[O:19])[C:6](=[O:20])[C:5]=2[NH:26][C:21]([CH3:23])([CH3:22])[CH2:24][CH3:25])=[CH:14][CH:13]=1. Reported procedure: In a manner similar to Example 1, Step 2, 3-isopropoxy-4-(4-trifluoromethyl-phenyl)-cyclobut-3-ene-1,2-dione (0.30 g, 1.056 mmol) and tert-amylamine (0.86 mL, 7.39 mmol) were converted to the title compound. Recrystallization from hot ethyl acetate afforded 0.250 g (76%) of compound as a tan solid: m.p. 115.4-119° C. (dec); 1H NMR (DMSO-d6) δ 8.60(br s,1H), 8.15(ABq,2H), 7.86(ABq,2H), 1.81(q,2H), 1.43(s,6H), 0.88(s,3H); IR (KBr) 3170, 2980, 1770, 1720, 1580, 1310, 1170, 1125, 1060, 1010, 850 cm−... Conditions: temperature 60 celsius, time 1 hour. Isolated yield 83.6%. The reactants are [I-].[Na+] (sodium iodide), ClC1=C2C(=NC(=C1C(=O)OCC)C)SC1=C2CCCC1 (ethyl (4-chloro-2-methyl-5,6,7,8-tetrahydro[1]benzothieno[2,3-b]pyridin-3-yl)carboxylate), solution, Cl (hydrochloric acid), O1CCOCC1 (dioxane). Yields the product IC1=C2C(=NC(=C1C(=O)OCC)C)SC1=C2CCCC1 (Ethyl (4-iodo-2-methyl-5,6,7,8-tetrahydro[1]benzothieno[2,3-b]pyridin-3-yl)carboxylate). Solvent: O1CCCC1 (tetrahydrofurane). Reported procedure: To a solution of ethyl (4-chloro-2-methyl-5,6,7,8-tetrahydro[1]benzothieno[2,3-b]pyridin-3-yl)carboxylate (10 g; 32.3 mmol) in tetrahydrofurane (100 ml) at room temperature was slowly added a 4N solution of hydrochloric acid in dioxane (56.5 mL; 226 mmol). The mixture was stirred at 60° C. for 1 h and then concentrated under reduced pressure. The residue was dissolved in acetonitrile (75 mL), sodium iodide (38.7 g; 258 mmol) was added and the mixture was heated at reflux for 48 h. The volatiles ... RXN SMILES: Cl[C:2]1[C:7]([C:8]([O:10][CH2:11][CH3:12])=[O:9])=[C:6]([CH3:13])[N:5]=[C:4]2[S:14][C:15]3[CH2:20][CH2:19][CH2:18][CH2:17][C:16]=3[C:3]=12.Cl.O1CCOCC1.[I-:28].[Na+]>O1CCCC1>[I:28][C:2]1[C:7]([C:8]([O:10][CH2:11][CH3:12])=[O:9])=[C:6]([CH3:13])[N:5]=[C:4]2[S:14][C:15]3[CH2:20][CH2:19][CH2:18][CH2:17][C:16]=3[C:3]=12 |f:3.4|. Starting materials: C1CCC2=NCCCN2CC1, COc1nc(C)c(C)nc1NC(=O)Oc1ccccc1, C1CCOC1, c1ccc(N2CCNCC2)cc1. The product is COc1nc(C)c(C)nc1NC(=O)N1CCN(c2ccccc2)CC1. RXN SMILES: [CH2:33]1[CH2:34][CH2:35][C:36]2=[N:41][CH2:40][CH2:39][CH2:38][N:37]2[CH2:42][CH2:43]1.[CH3:1][c:2]1[n:3][c:4]([NH:11][C:12]([O:13][c:14]2[cH:15][cH:16][cH:17][cH:18][cH:19]2)=[O:20])[c:5]([O:9][CH3:10])[n:6][c:7]1[CH3:8].[O:44]1[CH2:45][CH2:46][CH2:47][CH2:48]1.[c:21]1([N:27]2[CH2:28][CH2:29][NH:30][CH2:31][CH2:32]2)[cH:22][cH:23][cH:24][cH:25][cH:26]1>>[CH3:1][c:2]1[n:3][c:4]([NH:11][C:12](=[O:20])[N:30]2[CH2:29][CH2:28][N:27]([c:21]3[cH:22][cH:23][cH:24][cH:25][cH:26]3)[CH2:32][CH2:31]2)[c:5]([O:9][CH3:10])[n:6][c:7]1[CH3:8].